From a dataset of the Open Reaction Database (ORD), a public repository of structured organic reaction records. describe an organic reaction: reactants, conditions, products, and yield Starting materials: BrCCCCCCCCCCCCBr (1,12-dibromododecane), [Na] (sodium), C1(=CC=CC=C1)PC1=CC=CC=C1 (diphenylphosphine). The product is P(C1=CC=CC=C1)(C1=CC=CC=C1)CCCCCCCCCCCCP(C1=CC=CC=C1)C1=CC=CC=C1 ((C6H5)2P(CH2)12P(C6H5)2). Reaction SMILES: Br[CH2:2][CH2:3][CH2:4][CH2:5][CH2:6][CH2:7][CH2:8][CH2:9][CH2:10][CH2:11][CH2:12][CH2:13]Br.[Na].[C:16]1([PH:22][C:23]2[CH:28]=[CH:27][CH:26]=[CH:25][CH:24]=2)[CH:21]=[CH:20][CH:19]=[CH:18][CH:17]=1>>[P:22]([CH2:2][CH2:3][CH2:4][CH2:5][CH2:6][CH2:7][CH2:8][CH2:9][CH2:10][CH2:11][CH2:12][CH2:13][P:22]([C:23]1[CH:24]=[CH:25][CH:26]=[CH:27][CH:28]=1)[C:16]1[CH:21]=[CH:20][CH:19]=[CH:18][CH:17]=1)([C:16]1[CH:17]=[CH:18][CH:19]=[CH:20][CH:21]=1)[C:23]1[CH:24]=[CH:25][CH:26]=[CH:27][CH:28]=1 |^1:14|. Procedure details: In a like manner to Examples 3 and 4, one-half molar equivalent of 1,12-dibromododecane is reacted with one molar equivalent of the sodium salt of diphenylphosphine to produce (C6H5)2P(CH2)12P(C6H5)2, a waxy colorless solid. The reactants are Cl (hydrochloric acid), TEA, ClC(=O)OC (methyl chloroformate), NC1=C(C=CC=C1F)O (2-amino-3-fluorophenol). Solvent: ClCCl (dichloromethane). Reaction conditions: time 3 hour. Yields the product FC1=C(C(=CC=C1)O)NC(OC)=O (methyl (2-fluoro-6-hydroxyphenyl)carbamate). As a reaction SMILES: [NH2:1][C:2]1[C:7]([F:8])=[CH:6][CH:5]=[CH:4][C:3]=1[OH:9].Cl[C:11]([O:13][CH3:14])=[O:12].Cl>ClCCl>[F:8][C:7]1[CH:6]=[CH:5][CH:4]=[C:3]([OH:9])[C:2]=1[NH:1][C:11](=[O:12])[O:13][CH3:14]. Reported procedure: To a mixture of 2-amino-3-fluorophenol (2.07 g) and dichloromethane (100 mL) were added TEA (2.29 mL) and methyl chloroformate (1.27 mL) under ice-cooling, followed by stirring at room temperature for 3 hours. The reaction mixture was ice-cooled, and 0.5 M hydrochloric acid solution was added thereto, followed by stirring for 10 minutes. Then, the organic layer was separated. The organic layer was washed with brine, dried over Na2SO4, and then concentrated under reduced pressure. The residue was... Starting materials: CC(C)c1noc(N2CCC(C(C)OS(C)(=O)=O)CC2)n1, CS(=O)(=O)c1ccc(-c2cnc(O)cn2)cc1, [K+], [K+], O=C([O-])[O-], CN(C)C=O, O. Product: CC(C)c1noc(N2CCC(C(C)Oc3cnc(-c4ccc(S(C)(=O)=O)cc4)cn3)CC2)n1. As a reaction SMILES: [CH3:18][S:19]([O:20][CH:23]([CH3:24])[CH:25]1[CH2:26][CH2:27][N:28]([c:31]2[n:32][c:33]([CH:36]([CH3:37])[CH3:38])[n:34][o:35]2)[CH2:29][CH2:30]1)(=[O:21])=[O:22].[CH3:1][S:2](=[O:3])(=[O:4])[c:5]1[cH:6][cH:7][c:8](-[c:11]2[n:12][cH:13][c:14]([OH:17])[n:15][cH:16]2)[cH:9][cH:10]1.[K+:39].[K+:40].[O-:41][C:42]([O-:43])=[O:44].[O:46]=[CH:47][N:48]([CH3:49])[CH3:50].[OH2:45]>>[CH3:1][S:2](=[O:3])(=[O:4])[c:5]1[cH:6][cH:7][c:8](-[c:11]2[n:12][cH:13][c:14]([O:17][CH:23]([CH3:24])[CH:25]3[CH2:26][CH2:27][N:28]([c:31]4[n:32][c:33]([CH:36]([CH3:37])[CH3:38])[n:34][o:35]4)[CH2:29][CH2:30]3)[n:15][cH:16]2)[cH:9][cH:10]1. The reactants are FC1=CC=C(OC=2C=C(C=CC2)C2=CC(CC2)=NO)C=C1 (3-[3-(4-fluorophenoxy)phenyl]-2-cyclopentenone oxime), C(#N)[BH3-].[Na+] (sodium cyanoborohydride), C(#N)[BH3-].[Na+] (sodium cyanoborohydride). The solvent is C(C)(=O)O (acetic acid), C(C)(=O)O (acetic acid). Reaction conditions: time 2 hour. Yields the product FC1=CC=C(OC=2C=C(C=CC2)C2=CC(CC2)NO)C=C1 (N-[3-[3-(4-Fluorophenoxy)phenyl]-2-cyclopenten-1-yl]-N-hydroxyl-amine). The yield is 57.4%. As a reaction SMILES: [F:1][C:2]1[CH:21]=[CH:20][C:5]([O:6][C:7]2[CH:8]=[C:9]([C:13]3[CH2:17][CH2:16][C:15](=[N:18][OH:19])[CH:14]=3)[CH:10]=[CH:11][CH:12]=2)=[CH:4][CH:3]=1.C([BH3-])#N.[Na+]>C(O)(=O)C>[F:1][C:2]1[CH:3]=[CH:4][C:5]([O:6][C:7]2[CH:8]=[C:9]([C:13]3[CH2:17][CH2:16][CH:15]([NH:18][OH:19])[CH:14]=3)[CH:10]=[CH:11][CH:12]=2)=[CH:20][CH:21]=1 |f:1.2|. Procedure details: To a stirred solution of 3-[3-(4-fluorophenoxy)phenyl]-2-cyclopentenone oxime (1.85 g; 6.54 mM) in acetic acid (10 ml) was added sodium cyanoborohydride (0.62 g; 9.81 mM) portionwise at room temperature. After stirring for 2 hrs, additional sodium cyanoborohydride (0.25 g; 4 mM) and acetic acid (5 ml) was added. The mixture was stirred overnight. Acetic acid was removed in vacuo, and to the residue was added saturated aqueous NaHCO3 (50 ml). The whole was extracted with ethyl acetate (50 ml×1, 3... Reactants: C(CCC)[Li] (n-butyllithium), palladium(0)tetrakis(triphenylphosphine), O1C=NC=C1 (oxazole), IC=1C=C(C(=O)O)C=C(C1)C(=O)OC (3-iodo-5-(methoxycarbonyl)benzoic acid). Reagents/catalysts: [Cl-].[Zn+2].[Cl-] (zinc chloride). Run in O1CCCC1 (tetrahydrofuran), O1CCCC1 (tetrahydrofuran). Run at temperature 0 celsius, time 30 minute. Yields the product COC(=O)C=1C=C(C(=O)O)C=C(C1)C=1OC=CN1 (3-(Methoxycarbonyl)-5-(1,3-oxazol-2-yl)benzoic acid). As a reaction SMILES: [O:1]1[CH:5]=[CH:4][N:3]=[CH:2]1.C([Li])CCC.I[C:12]1[CH:13]=[C:14]([CH:18]=[C:19]([C:21]([O:23][CH3:24])=[O:22])[CH:20]=1)[C:15]([OH:17])=[O:16]>O1CCCC1.[Cl-].[Zn+2].[Cl-]>[CH3:24][O:23][C:21]([C:19]1[CH:18]=[C:14]([CH:13]=[C:12]([C:2]2[O:1][CH:5]=[CH:4][N:3]=2)[CH:20]=1)[C:15]([OH:17])=[O:16])=[O:22] |f:4.5.6|. Procedure details: To a −70° C. stirred solution of oxazole (432 mg, 6.3 mmol) in tetrahydrofuran (10 mL) is added n-butyllithium (2.5 M in hexanes, 2.75 mL, 6.9 mmol). After 30 min, zinc chloride (1 M in diethyl ether, 18.75 mL, 18.75 mmol) is added and the reaction mixture is warmed to 0° C. for 1 h. To this mixture is added a solution of 3-iodo-5-(methoxycarbonyl)benzoic acid prepared by the method in Example SP-281, step 1 (1.8 g, 6 mmol) in anhydrous tetrahydrofuran (10 mL) followed by palladium(0)tetrakis(tr... Starting materials: C(C)(=O)OCC (Ethyl acetate), FC1=C(C#N)C=CC(=C1)F (2,4-difluorobenzonitrile), ClC=1C=C(N)C=CC1O (3-chloro-4-hydroxyaniline), C([O-])([O-])=O.[K+].[K+] (potassium carbonate). Solvent: C(C)#N (acetonitrile). Product: NC1=CC(=C(OC2=CC(=C(C#N)C=C2)F)C=C1)Cl (4-(4-Amino-2-chlorophenoxy)-2-fluorobenzonitrile). Reaction SMILES: [F:1][C:2]1[CH:9]=[C:8](F)[CH:7]=[CH:6][C:3]=1[C:4]#[N:5].[Cl:11][C:12]1[CH:13]=[C:14]([CH:16]=[CH:17][C:18]=1[OH:19])[NH2:15].C(=O)([O-])[O-].[K+].[K+].C(OCC)(=O)C>C(#N)C>[NH2:15][C:14]1[CH:16]=[CH:17][C:18]([O:19][C:8]2[CH:7]=[CH:6][C:3]([C:4]#[N:5])=[C:2]([F:1])[CH:9]=2)=[C:12]([Cl:11])[CH:13]=1 |f:2.3.4|. Procedure: 2.00 g (14.4 mmol) of 2,4-difluorobenzonitrile, 2.06 g (14.4 mmol) of 3-chloro-4-hydroxyaniline and 3.97 g (28.8 mmol) of potassium carbonate in 20 ml of acetonitrile are heated at RF for one hour. Ethyl acetate is added, the mixture is filtered and the solvent is removed under reduced pressure. The residue is purified by column chromatography (silica gel 60), giving the product which is a regioisomer mixture with a ratio of 62:38.